Dataset: the Open Reaction Database (ORD), a public repository of structured organic reaction records. Task: describe an organic reaction: reactants, conditions, products, and yield The reactants are CCOC(C)=O, O=C(C=NO)Nc1ccc2c(c1)CCS2(=O)=O, O=S(=O)(O)O. The product is O=C1Nc2ccc3c(c2C1=O)CCS3(=O)=O. Reaction SMILES: [CH3:23][CH2:24][O:25][C:26](=[O:27])[CH3:28].[O:6]=[S:7]1(=[O:22])[c:8]2[c:9]([cH:12][c:13]([NH:16][C:17]([CH:18]=[N:19][OH:20])=[O:21])[cH:14][cH:15]2)[CH2:10][CH2:11]1.[S:1]([OH:2])(=[O:3])(=[O:4])[OH:5]>>[O:2]=[C:18]1[c:12]2[c:9]3[c:8]([cH:15][cH:14][c:13]2[NH:16][C:17]1=[O:21])[S:7](=[O:6])(=[O:22])[CH2:11][CH2:10]3. The reactants are Cl[C@H]1CN(CCC1)CCC1=CC(=C(C=C1)OC)OC ((R)-(-)-3-chloro-1-(3,4-dimethoxyphenethyl)piperidine), ice water, [H-].[Na+] (sodium hydride), C1=CC=CC=2NC3=C(OCC21)C=CC=C3 (5,11-dihydrodibenzo[b,e][1,4]oxazepine). Solvent: CS(=O)C (dimethyl sulfoxide), petroleum ether, CS(=O)C (dimethyl sulfoxide). Conditions: time 30 minute. Product: COC=1C=C(CCN2[C@@H](CCC2)CN2C3=C(OCC4=C2C=CC=C4)C=CC=C3)C=CC1OC ((S)-(-)-5,11-dihydro-5-[1-(3,4-dimethoxyphenethyl)-2-pyrrolidinyl-methyl]dibenzo[b,e][1,4]oxazepine). Yield: 30.3%. As a reaction SMILES: [H-].[Na+].[CH:3]1[C:13]2[CH2:12][O:11][C:10]3[CH:14]=[CH:15][CH:16]=[CH:17][C:9]=3[NH:8][C:7]=2[CH:6]=[CH:5][CH:4]=1.Cl[C@@H:19]1[CH2:24][CH2:23][CH2:22][N:21]([CH2:25][CH2:26][C:27]2[CH:32]=[CH:31][C:30]([O:33][CH3:34])=[C:29]([O:35][CH3:36])[CH:28]=2)[CH2:20]1>CS(C)=O>[CH3:36][O:35][C:29]1[CH:28]=[C:27]([CH:32]=[CH:31][C:30]=1[O:33][CH3:34])[CH2:26][CH2:25][N:21]1[CH2:22][CH2:23][CH2:24][C@H:20]1[CH2:19][N:8]1[C:7]2[CH:6]=[CH:5][CH:4]=[CH:3][C:13]=2[CH2:12][O:11][C:10]2[CH:14]=[CH:15][CH:16]=[CH:17][C:9]1=2 |f:0.1|. Procedure: Sixty-percent sodium hydride (0.34 g, 8.6 mmols) was washed with petroleum ether, and then suspended in 30 ml of dimethyl sulfoxide. To the suspension were added 1.38 g (7.0 mmols) of 5,11-dihydrodibenzo[b,e][1,4]oxazepine. The mixture was stirred in a nitrogen atmosphere at room temperature for 30 minutes. To this reaction solution was added dropwise a solution of 1.8 g (6.3 mmols) of (R)-(-)-3-chloro-1-(3,4-dimethoxyphenethyl)piperidine [[α]D25 =-20.3° (c=0.9, ethanol)] in 5 ml of dimethyl sul... Reactants: C(C)OC(C1=CC(=C(C=C1)C)SC1=C(NC2=CC(=CC=C12)Cl)C)=O (3-(6-Chloro-2-methyl-1H-indol-3-ylsulfanyl)-4-methyl-benzoic acid ethyl ester), BrC=1C=NN(C1)C (4-bromo-1-methylpyrazole). Yields the product C(C)OC(C1=CC(=C(C=C1)C)SC1=C(N(C2=CC(=CC=C12)Cl)C=1C=NN(C1)C)C)=O (3-[6-Chloro-2-methyl-1-(1-methyl-1H-pyrazol-4-yl)-1H-indol-3-ylsulfanyl]-4-methyl-benzoic acid ethyl ester). Reaction SMILES: [CH2:1]([O:3][C:4](=[O:24])[C:5]1[CH:10]=[CH:9][C:8]([CH3:11])=[C:7]([S:12][C:13]2[C:21]3[C:16](=[CH:17][C:18]([Cl:22])=[CH:19][CH:20]=3)[NH:15][C:14]=2[CH3:23])[CH:6]=1)[CH3:2].Br[C:26]1[CH:27]=[N:28][N:29]([CH3:31])[CH:30]=1>>[CH2:1]([O:3][C:4](=[O:24])[C:5]1[CH:10]=[CH:9][C:8]([CH3:11])=[C:7]([S:12][C:13]2[C:21]3[C:16](=[CH:17][C:18]([Cl:22])=[CH:19][CH:20]=3)[N:15]([C:26]3[CH:27]=[N:28][N:29]([CH3:31])[CH:30]=3)[C:14]=2[CH3:23])[CH:6]=1)[CH3:2]. Procedure details: Prepared according to the procedure described in Example 42, Step 4, using the following starting materials: 3-(6-Chloro-2-methyl-1H-indol-3-ylsulfanyl)-4-methyl-benzoic acid ethyl ester and 4-bromo-1-methylpyrazole. Solvent: C(CCC)O (butan-1-ol), CCOC(=O)C (EtOAc). The reactants are CCN(C(C)C)C(C)C (DIPEA), NC1(CCNCC1)C(=O)N[C@@H](CCO)C1=CC=C(C=C1)Cl ((S)-4-amino-N-(1-(4-chlorophenyl)-3-hydroxypropyl)piperidine-4-carboxamide), NC1(CCNCC1)C(=O)N[C@@H](CCO)C1=CC=C(C=C1)Cl ((S)-4-amino-N-(1-(4-chlorophenyl)-3-hydroxypropyl)piperidine-4-carboxamide), ClC1=C2N=CNC2=NC=N1 (6-chloro-9H-purine). Yield: 51.2%. RXN SMILES: CCN(C(C)C)C(C)C.[NH2:10][C:11]1([C:17]([NH:19][C@H:20]([C:24]2[CH:29]=[CH:28][C:27]([Cl:30])=[CH:26][CH:25]=2)[CH2:21][CH2:22][OH:23])=[O:18])[CH2:16][CH2:15][NH:14][CH2:13][CH2:12]1.Cl[C:32]1[N:40]=[CH:39][N:38]=[C:37]2[C:33]=1[N:34]=[CH:35][NH:36]2>C(O)CCC.CCOC(C)=O>[NH2:10][C:11]1([C:17]([NH:19][C@H:20]([C:24]2[CH:29]=[CH:28][C:27]([Cl:30])=[CH:26][CH:25]=2)[CH2:21][CH2:22][OH:23])=[O:18])[CH2:16][CH2:15][N:14]([C:32]2[N:40]=[CH:39][N:38]=[C:37]3[C:33]=2[N:34]=[CH:35][NH:36]3)[CH2:13][CH2:12]1. The product is NC1(CCN(CC1)C1=C2N=CNC2=NC=N1)C(=O)N[C@@H](CCO)C1=CC=C(C=C1)Cl ((S)-4-amino-N-(1-(4-chlorophenyl)-3-hydroxypropyl)-1-(9H-purin-6-yl)piperidine-4-carboxamide). Reported procedure: DIPEA (0.335 mL, 1.92 mmol) was added to (S)-4-amino-N-(1-(4-chlorophenyl)-3-hydroxypropyl)piperidine-4-carboxamide (Intermediate 49) (200 mg, 0.64 mmol) and 6-chloro-9H-purine (99 mg, 0.64 mmol) in butan-1-ol (4 mL). The resulting solution was stirred at 60° C. for 18 hours. The reaction mixture was diluted with EtOAc (50 mL), and washed sequentially with water (25 mL) and saturated brine (25 mL). The organic layer was dried over MgSO4, filtered and evaporated to afford crude product. The crude... Run at temperature 60 celsius, time 18 hour. Starting materials: COc1ccc(S(=O)(=O)n2ccc3ccnc(Br)c32)cc1, Cc1ccccc1, CCO, [K+], [K+], O=C([O-])[O-], OB(O)c1ccccc1, [Pd], c1ccc(P(c2ccccc2)c2ccccc2)cc1, c1ccc(P(c2ccccc2)c2ccccc2)cc1, c1ccc(P(c2ccccc2)c2ccccc2)cc1, c1ccc(P(c2ccccc2)c2ccccc2)cc1. Product: COc1ccc(S(=O)(=O)n2ccc3ccnc(-c4ccccc4)c32)cc1. RXN SMILES: [Br:1][c:2]1[n:3][cH:4][cH:5][c:6]2[c:7]1[n:8]([S:11](=[O:12])(=[O:13])[c:14]1[cH:15][cH:16][c:17]([O:20][CH3:21])[cH:18][cH:19]1)[cH:9][cH:10]2.[CH3:37][c:38]1[cH:39][cH:40][cH:41][cH:42][cH:43]1.[CH3:44][CH2:45][OH:46].[K+:22].[K+:23].[O-:24][C:25]([O-:26])=[O:27].[OH:28][B:29]([OH:30])[c:31]1[cH:32][cH:33][cH:34][cH:35][cH:36]1.[Pd:47].[c:105]1([P:106]([c:107]2[cH:108][cH:109][cH:110][cH:111][cH:112]2)[c:113]2[cH:114][cH:115][cH:116][cH:117][cH:118]2)[cH:119][cH:120][cH:121][cH:122][cH:123]1.[c:48]1([P:49]([c:50]2[cH:51][cH:52][cH:53][cH:54][cH:55]2)[c:56]2[cH:57][cH:58][cH:59][cH:60][cH:61]2)[cH:62][cH:63][cH:64][cH:65][cH:66]1.[c:67]1([P:68]([c:69]2[cH:70][cH:71][cH:72][cH:73][cH:74]2)[c:75]2[cH:76][cH:77][cH:78][cH:79][cH:80]2)[cH:81][cH:82][cH:83][cH:84][cH:85]1.[c:86]1([P:87]([c:88]2[cH:89][cH:90][cH:91][cH:92][cH:93]2)[c:94]2[cH:95][cH:96][cH:97][cH:98][cH:99]2)[cH:100][cH:101][cH:102][cH:103][cH:104]1>>[c:2]1(-[c:31]2[cH:32][cH:33][cH:34][cH:35][cH:36]2)[n:3][cH:4][cH:5][c:6]2[c:7]1[n:8]([S:11](=[O:12])(=[O:13])[c:14]1[cH:15][cH:16][c:17]([O:20][CH3:21])[cH:18][cH:19]1)[cH:9][cH:10]2. The reactants are C(C)C1=NC=2C(=NC(=CC2C)C)N1C1=CC=C(C=C1)CCNC(=O)NS(=O)(=O)C1=CC=C(C=C1)C (2-ETHYL-5,7-DIMETHYL-3-(4-{2-[({[(4-METHYLPHENYL)SULFONYL]AMINO}CARBONYL)AMINO]ETHYL}PHENYL)-3H-IMIDAZO[4,5-b]PYRIDINE), C(C)(=O)OCC (ethyl acetate). Reagents/catalysts: [Pd] (Pd—C). Run at time 6 hour. Yields the product NC=1C(=NC(=CC1C)C)NC1=CC=C(C=C1)CCO (2-{4-[(3-Amino-4,6-dimethyl-2-pyridinyl)amino]phenyl}ethanol). Isolated yield 92.0%. RXN SMILES: C(C1[N:13]([C:14]2[CH:19]=[CH:18][C:17]([CH2:20][CH2:21]NC(NS(C3C=CC(C)=CC=3)(=O)=O)=O)=[CH:16][CH:15]=2)[C:6]2=[N:7][C:8]([CH3:12])=[CH:9][C:10]([CH3:11])=[C:5]2[N:4]=1)C.C(OCC)(=[O:38])C>[Pd]>[NH2:4][C:5]1[C:6]([NH:13][C:14]2[CH:15]=[CH:16][C:17]([CH2:20][CH2:21][OH:38])=[CH:18][CH:19]=2)=[N:7][C:8]([CH3:12])=[CH:9][C:10]=1[CH3:11]. Procedure details: To a stirred solution of 2-{4-[(4,6-dimethyl-3-nitro-2-pyridinyl)amino]phenyl}ethanol (step 3, 1.6 g, 5.6 mmol) in ethyl acetate (15 mL) was added 10% Pd—C (160 mg). The mixture was stirred at room temperature for 6 h under hydrogen atmosphere. The palladium catalyst was removed by filtration and washed with ethanol (100 mL). The filtrate was concentrated under reduced pressure to afford 1.3 g (92%) of the title compound as pale yellow solids: 1H-NMR (CDCl3) δ 7.10 (4H, s), 6.61 (1H, s), 3.81 (2... The reactants are anhydride, C1(C2C(C(=O)O1)CCC=C2)=O (tetrahydrophthalic anhydride), C(=CCCCCCCCCCC)C1C(=O)OC(C1)=O (dodecenylsuccinic anhydride), trimellitic anhydride, CC1CC2C(C(=O)OC2=O)CC1 (4-methylhexahydrophthalic anhydride), ( B ), anhydride, C1(C2C(C(=O)O1)CCCC2)=O (hexahydrophthalic anhydride), C(#N)N=C(N)N (dicyandiamide), C1(C=2C(C(=O)O1)=CC=CC2)=O (phthalic anhydride), C1=CC2=C(C=C1C(=O)C3=CC4=C(C=C3)C(=O)OC4=O)C(=O)OC2=O (benzophenonetetracarboxylic dianhydride), pyromellitic dianhydride, C(=CCCCC(C)C)C1C(=O)OC(C1)=O (isooctenylsuccinic anhydride), ( C ), CC1CC2C(C(=O)OC2=O)C=C1 (4-methyltetrahydrophthalic anhydride). Run in anhydride. The product is N1C=NC=C1 (imidazole), N1C=NCC1 (imidazoline), carboxylic acid. As a reaction SMILES: C1(=O)OC(=O)C2=CC=[CH:9][CH:10]=C12.C1(=O)OC(=O)C2CCC=CC12.CC1C=CC2C(OC(=O)C2C1)=O.C1(=O)OC(=O)C2CCCCC12.CC1CCC2C(OC(=O)C2C1)=O.C1C(C(C2C=CC3C(OC(=O)C=3C=2)=O)=O)=CC2C(OC(=O)C=2C=1)=O.C(C1CC(=O)OC1=O)=CCCCCCCCCCC.C(C1CC(=O)OC1=O)=CCCCC(C)C.[C:116]([N:118]=C(N)N)#[N:117]>>[NH:117]1[CH:10]=[CH:9][N:118]=[CH:116]1.[NH:118]1[CH2:10][CH2:9][N:117]=[CH:116]1. Procedure details: Suitable hardeners (C) for powder resins of the invention also include all those compounds known for this purpose, in particular anhydride hardeners such as, for example: phthalic anhydride, tetrahydrophthalic anhydride, 4-methyltetrahydrophthalic anhydride, hexahydrophthalic anhydride, 4-methylhexahydrophthalic anhydride, nadicmethyl anhydride (trivial name for isomers of methylendomethylenetetrahydrophthalic anhydride), chlorendic(HET) anhydride (3,4,5,6,7,7-hexachloro-3,6-endomethylenetetrahy... Starting materials: C(C1=CC=CC=C1)OC=1C(=CC(=C(C1)[N+](=O)[O-])F)C (5-Benzyloxy-2-fluoro-4-methyl-1-nitrobenzene), O.NN (hydrazine hydrate). Reagents/catalysts: [Ni] (Raney nickel). The solvent is CO (methanol), CO (methanol). The product is C(C1=CC=CC=C1)OC=1C(=CC(=C(N)C1)F)C (5-benzyloxy-2-fluoro-4-methylaniline). The yield is 100.1%. As a reaction SMILES: [CH2:1]([O:8][C:9]1[C:10]([CH3:19])=[CH:11][C:12]([F:18])=[C:13]([N+:15]([O-])=O)[CH:14]=1)[C:2]1[CH:7]=[CH:6][CH:5]=[CH:4][CH:3]=1.O.NN>CO.[Ni]>[CH2:1]([O:8][C:9]1[C:10]([CH3:19])=[CH:11][C:12]([F:18])=[C:13]([CH:14]=1)[NH2:15])[C:2]1[CH:3]=[CH:4][CH:5]=[CH:6][CH:7]=1 |f:1.2|. Procedure: 5-Benzyloxy-2-fluoro-4-methyl-1-nitrobenzene (500 mg, 1.9 mmol) in methanol (110 ml) was added to a suspension of Raney nickel (75 mg) and hydrazine hydrate (0.47 ml, 9.5 mmol) in methanol (10 ml) and heated at reflux. The mixture was maintained under reflux for 15 minutes and then the insoluble materials removed by filtration through diatomaceous earth. The filter pad was washed with methanol and the solvent removed from the filtrate by evaporation to give 5-benzyloxy-2-fluoro-4-methylaniline (... Starting materials: C(#N)C=1C=C(C=CC1)N1C(N(C(C2=C1N=C(N=C2)NC=2C=C(C=CC2)CCOS(=O)(=O)C)C)C2=CC=C(C=C2)OC)=O ((±)-methanesulfonic acid (2-{3-[8-(3-cyano-phenyl)-6-(4-methoxy-phenyl)-5-methyl-7-oxo-5,6,7,8-tetrahydro-pyrimido[4,5-d]pyrimidin-2-ylamino]-phenyl}-ethyl)-ester), C(C)NCC (diethylamine). Reaction conditions: temperature 100 celsius. Yields the product C(C)N(CCC=1C=C(C=CC1)NC1=NC=C2C(=N1)N(C(N(C2C)C2=CC=C(C=C2)OC)=O)C=2C=C(C#N)C=CC2)CC ((±)-3-[7-[3-(2-diethylamino-ethyl)-phenylamino]-3-(4-methoxy-phenyl)-4-methyl-2-oxo-3,4-dihydro-2H-pyrimido[4,5-d]pyrimidin-1-yl]-benzonitrile). RXN SMILES: [C:1]([C:3]1[CH:4]=[C:5]([N:9]2[C:14]3[N:15]=[C:16]([NH:19][C:20]4[CH:21]=[C:22]([CH2:26][CH2:27]OS(C)(=O)=O)[CH:23]=[CH:24][CH:25]=4)[N:17]=[CH:18][C:13]=3[CH:12]([CH3:33])[N:11]([C:34]3[CH:39]=[CH:38][C:37]([O:40][CH3:41])=[CH:36][CH:35]=3)[C:10]2=[O:42])[CH:6]=[CH:7][CH:8]=1)#[N:2].[CH2:43]([NH:45][CH2:46][CH3:47])[CH3:44]>>[CH2:43]([N:45]([CH2:46][CH3:47])[CH2:27][CH2:26][C:22]1[CH:21]=[C:20]([NH:19][C:16]2[N:15]=[C:14]3[N:9]([C:5]4[CH:4]=[C:3]([CH:8]=[CH:7][CH:6]=4)[C:1]#[N:2])[C:10](=[O:42])[N:11]([C:34]4[CH:39]=[CH:38][C:37]([O:40][CH3:41])=[CH:36][CH:35]=4)[CH:12]([CH3:33])[C:13]3=[CH:18][N:17]=2)[CH:25]=[CH:24][CH:23]=1)[CH3:44]. Procedure details: A mixture of (±)-methanesulfonic acid (2-{3-[8-(3-cyano-phenyl)-6-(4-methoxy-phenyl)-5-methyl-7-oxo-5,6,7,8-tetrahydro-pyrimido[4,5-d]pyrimidin-2-ylamino]-phenyl}-ethyl)-ester (1.18 g; 2.02 mmol) (from Example 5a supra) and diethylamine (1.5 mL; 14.5 mmol) (Aldrich) in a pressure bottle and heated at 100° C. for 100 minutes. Upon cooling, the mixture was concentrated and the residue was partitioned between ethyl acetate and water. The organic phase was washed with brine, dried over anhydrous sod... Reactants: C(CCC)[Li] (butyllithium), [Cl-].[Cl-].[Cl-].[Cl-].[Zr+4] (zirconium tetrachloride), bis(2-para-methylphenyl) tetrahydroindenyl zirconium dichloride. The solvent is C(C)OCC (diethylether). Product: [Cl-].[Cl-].CC1=CC=C(C=C1)C1C(C2=CC=CCC2C1)[Zr+2] (2-(para-methylphenyl) tetrahydroindenyl zirconium dichloride). Reaction SMILES: [CH2:1]([Li])[CH2:2][CH2:3][CH3:4].[Cl-:6].[Cl-].[Cl-].[Cl-].[Zr+4:10]>C(OCC)C>[Cl-:6].[Cl-:6].[CH3:4][C:3]1[CH:4]=[CH:3][C:2]([CH:1]2[CH2:4][CH:3]3[C:2](=[CH:3][CH:4]=[CH:1][CH2:2]3)[CH:1]2[Zr+2:10])=[CH:1][CH:2]=1 |f:1.2.3.4.5,7.8.9|. Procedure details: In this case the procedure of Example I was used except 0.476 mmol of 2-(para-methylphenyl) tetrahydroindenyl, 0.52 mmol of butyllithium, and 0.242 of zirconium tetrachloride, and 4 ml of diethylether were employed. The solid was identified as bis(2-para-methylphenyl) tetrahydroindenyl zirconium dichloride.